From a dataset of the Open Reaction Database (ORD), a public repository of structured organic reaction records. describe an organic reaction: reactants, conditions, products, and yield Starting materials: C(C)(C)(C)OC(=O)NC1CCCCCC=CC2CC2(NC(C2CC(CN2C1=O)OC1=NC=CC2=CC=CC=C12)=O)C(=O)O (14-tert-butoxycarbonylamino-18-(isoquinolin-1-yloxy)-2,15-dioxo-3,16-diaza-tricyclo[14.3.0.04,6]-nonadec-7-ene-4-carboxylic acid), C(CC)C1(CC1)S(=O)(=O)N (1-propyl-cyclopropanesulfonic acid amide). Product: C(C)(C)(C)OC(NC1CCCCCC=CC2CC2(NC(C2CC(CN2C1=O)OC1=NC=CC2=CC=CC=C12)=O)C(=O)NS(=O)(=O)C1(CC1)CCC)=O ([18-(isoquinolin-1-yloxy)-2,15-dioxo-4-(1-propyl-cyclopropanesulfonylaminocarbonyl)-3,16-diaza-tricyclo[14.3.0.04,6]nonadec-7-en-14-yl]-carbamic acid tert-butyl ester). Reaction SMILES: [C:1]([O:5][C:6]([NH:8][CH:9]1[C:27](=[O:28])[N:26]2[CH:22]([CH2:23][CH:24]([O:29][C:30]3[C:39]4[C:34](=[CH:35][CH:36]=[CH:37][CH:38]=4)[CH:33]=[CH:32][N:31]=3)[CH2:25]2)[C:21](=[O:40])[NH:20][C:19]2([C:41]([OH:43])=O)[CH:17]([CH2:18]2)[CH:16]=[CH:15][CH2:14][CH2:13][CH2:12][CH2:11][CH2:10]1)=[O:7])([CH3:4])([CH3:3])[CH3:2].[CH2:44]([C:47]1([S:50]([NH2:53])(=[O:52])=[O:51])[CH2:49][CH2:48]1)[CH2:45][CH3:46]>>[C:1]([O:5][C:6](=[O:7])[NH:8][CH:9]1[C:27](=[O:28])[N:26]2[CH:22]([CH2:23][CH:24]([O:29][C:30]3[C:39]4[C:34](=[CH:35][CH:36]=[CH:37][CH:38]=4)[CH:33]=[CH:32][N:31]=3)[CH2:25]2)[C:21](=[O:40])[NH:20][C:19]2([C:41]([NH:53][S:50]([C:47]3([CH2:44][CH2:45][CH3:46])[CH2:49][CH2:48]3)(=[O:52])=[O:51])=[O:43])[CH:17]([CH2:18]2)[CH:16]=[CH:15][CH2:14][CH2:13][CH2:12][CH2:11][CH2:10]1)([CH3:3])([CH3:2])[CH3:4]. Procedure: Prepared from 14-tert-butoxycarbonylamino-18-(isoquinolin-1-yloxy)-2,15-dioxo-3,16-diaza-tricyclo[14.3.0.04,6]-nonadec-7-ene-4-carboxylic acid (50 mg, 0.075 mmol) and 1-propyl-cyclopropanesulfonic acid amide (16 mg, 0.098 mmol, prepared as described above) to give [18-(isoquinolin-1-yloxy)-2,15-dioxo-4-(1-propyl-cyclopropanesulfonylaminocarbonyl)-3,16-diaza-tricyclo[14.3.0.04,6]nonadec-7-en-14-yl]-carbamic acid tert-butyl ester as a white powder: 1H NMR (300 MHz, CD3Cl3) δ 0.82–0.93 (m, 5H), 1.2... Starting materials: [Br-], CCCCOCCCC, C[Mg+], [Cl-], O=Cc1cccc(-c2ccc3nc(-c4ccc(Cl)cc4)cn3c2)c1F, [NH4+], C1CCOC1. Product: CC(O)c1cccc(-c2ccc3nc(-c4ccc(Cl)cc4)cn3c2)c1F. Reaction SMILES: [Br-:26].[CH2:36]([O:37][CH2:38][CH2:39][CH2:40][CH3:41])[CH2:42][CH2:43][CH3:44].[CH3:27][Mg+:28].[Cl-:29].[Cl:1][c:2]1[cH:3][cH:4][c:5](-[c:8]2[n:9][c:10]3[n:11]([cH:12][c:13](-[c:16]4[c:17]([F:24])[c:18]([CH:19]=[O:20])[cH:21][cH:22][cH:23]4)[cH:14][cH:15]3)[cH:25]2)[cH:6][cH:7]1.[NH4+:30].[O:31]1[CH2:32][CH2:33][CH2:34][CH2:35]1>>[Cl:1][c:2]1[cH:3][cH:4][c:5](-[c:8]2[n:9][c:10]3[n:11]([cH:12][c:13](-[c:16]4[c:17]([F:24])[c:18]([CH:19]([OH:20])[CH3:27])[cH:21][cH:22][cH:23]4)[cH:14][cH:15]3)[cH:25]2)[cH:6][cH:7]1. Reactants: C(C1=CC=CC=C1)N1CC2=CC=NC(=C2CC1)C1=CC=CC=C1 (2-benzyl-5-phenyl-1,2,3,4-tetrahydro-2,6-naphthyridine), C(=O)(C(F)(F)F)O (TFA). Reagents/catalysts: [Pd] (Pd/C). Run in CO (MeOH). Product: C1(=CC=CC=C1)C1=C2CCNCC2=CC=N1 (5-phenyl-1,2,3,4-tetrahydro-2,6-naphthyridine), C(=O)(C(F)(F)F)O (TFA). Yield: 100.0%. As a reaction SMILES: C([N:8]1[CH2:17][CH2:16][C:15]2[C:10](=[CH:11][CH:12]=[N:13][C:14]=2[C:18]2[CH:23]=[CH:22][CH:21]=[CH:20][CH:19]=2)[CH2:9]1)C1C=CC=CC=1.[C:24]([OH:30])([C:26]([F:29])([F:28])[F:27])=[O:25]>CO.[Pd]>[C:18]1([C:14]2[N:13]=[CH:12][CH:11]=[C:10]3[C:15]=2[CH2:16][CH2:17][NH:8][CH2:9]3)[CH:19]=[CH:20][CH:21]=[CH:22][CH:23]=1.[C:24]([OH:30])([C:26]([F:29])([F:28])[F:27])=[O:25]. Procedure: To a solution of 2-benzyl-5-phenyl-1,2,3,4-tetrahydro-2,6-naphthyridine, 2 TFA (0.48 g, 0.908 mmol) in MeOH (10 mL) was added Pd/C (0.193 g, 0.182 mmol). The mixture was flushed with N2, then was purged with H2 and stirred at rt under 1 atm. After stirring the reaction for 3 h it was filtered through a pad of CELITE®. The organic solution was concentrated under reduced pressure to give 5-phenyl-1,2,3,4-tetrahydro-2,6-naphthyridine, 2 TFA (0.398 g, 0.908 mmol, 100% yield) as a light-brown oil whi...